Dataset: the Open Reaction Database (ORD), a public repository of structured organic reaction records. Task: describe an organic reaction: reactants, conditions, products, and yield Reactants: C1(CC1)NC1CCN(CC1)C1=NC(=NO1)C(C)C (cyclopropyl-[1-(3-isopropyl-[1,2,4]oxadiazol-5-yl)-piperidin-4-yl]-amine), O1C=NC=C1C1=NC=C(C(=O)O)C=C1 (6-oxazol-5-yl-nicotinic acid). Yields the product C1(CC1)N(C(C1=CN=C(C=C1)C1=CN=CO1)=O)C1CCN(CC1)C1=NC(=NO1)C(C)C (N-Cyclopropyl-N-[1-(3-isopropyl-[1,2,4]oxadiazol-5-yl)-piperidin-4-yl]-6-oxazol-5-yl-nicotinamide). RXN SMILES: [CH:1]1([NH:4][CH:5]2[CH2:10][CH2:9][N:8]([C:11]3[O:15][N:14]=[C:13]([CH:16]([CH3:18])[CH3:17])[N:12]=3)[CH2:7][CH2:6]2)[CH2:3][CH2:2]1.[O:19]1[C:23]([C:24]2[CH:32]=[CH:31][C:27]([C:28](O)=[O:29])=[CH:26][N:25]=2)=[CH:22][N:21]=[CH:20]1>>[CH:1]1([N:4]([CH:5]2[CH2:10][CH2:9][N:8]([C:11]3[O:15][N:14]=[C:13]([CH:16]([CH3:18])[CH3:17])[N:12]=3)[CH2:7][CH2:6]2)[C:28](=[O:29])[C:27]2[CH:31]=[CH:32][C:24]([C:23]3[O:19][CH:20]=[N:21][CH:22]=3)=[N:25][CH:26]=2)[CH2:2][CH2:3]1. Reported procedure: The title compound is prepared from cyclopropyl-[1-(3-isopropyl-[1,2,4]oxadiazol-5-yl)-piperidin-4-yl]-amine and 6-oxazol-5-yl-nicotinic acid following a procedure analogous to that described in Example 1. LC (method 7): tR=1.08 min; Mass spectrum (ESI+): m/z=423 [M+H]+.